From a dataset of the Open Reaction Database (ORD), a public repository of structured organic reaction records. describe an organic reaction: reactants, conditions, products, and yield Reactants: CCN(C(C)C)C(C)C (DIPEA), NC[C@@H]1N(CCC1)C(=O)OC(C)(C)C (1,1-dimethylethyl (2R)-2-(aminomethyl)-1-pyrrolidinecarboxylate), ClCC(=O)Cl (chloroacetyl chloride). The solvent is C(Cl)Cl (DCM), C(Cl)Cl (DCM). Conditions: time 1 hour. Product: ClCC(=O)NC[C@@H]1N(CCC1)C(=O)OC(C)(C)C (1,1-Dimethylethyl (2R)-2-{[(chloroacetyl)amino]methyl}-1-pyrrolidinecarboxylate). Reaction SMILES: CCN(C(C)C)C(C)C.[NH2:10][CH2:11][C@H:12]1[CH2:16][CH2:15][CH2:14][N:13]1[C:17]([O:19][C:20]([CH3:23])([CH3:22])[CH3:21])=[O:18].[Cl:24][CH2:25][C:26](Cl)=[O:27]>C(Cl)Cl>[Cl:24][CH2:25][C:26]([NH:10][CH2:11][C@H:12]1[CH2:16][CH2:15][CH2:14][N:13]1[C:17]([O:19][C:20]([CH3:23])([CH3:22])[CH3:21])=[O:18])=[O:27]. Reported procedure: DIPEA (1.34 ml, 7.5 mmol) was added to a solution of 1,1-dimethylethyl (2R)-2-(aminomethyl)-1-pyrrolidinecarboxylate (1 g, 5 mmol) in 50 ml of DCM; then chloroacetyl chloride (0.418 ml, 5.25 mmol) was slowly added and the reaction mixture stirred 1 h before being worked up. DCM was added and the organic phase was washed with a saturated solution of ammonium chloride. The crude was purified by flash chromatography eluting with cyclohexane/ethyl acetate 8/2 affording 1.28 g of the target material. Starting materials: COC=1C=C2C=CC(=CC2=CC1)COC(C(=O)OC)(C(F)(F)F)C ((±)-methyl 2-(6-methoxy-2-naphthylmethoxy)-3,3,3-trifluoro-2-methylpropionate), [OH-].[K+] (potassium hydroxide), [OH-].[Na+] (sodium hydroxide). The solvent is light petroleum. Yields the product COC=1C=C2C=CC(=CC2=CC1)COC(C(=O)O)(C(F)(F)F)C ((±)-2-(6-methoxy-2-naphthylmethoxy)-3,3,3-trifluoro-2-methylpropionic acid). RXN SMILES: [CH3:1][O:2][C:3]1[CH:4]=[C:5]2[C:10](=[CH:11][CH:12]=1)[CH:9]=[C:8]([CH2:13][O:14][C:15]([CH3:24])([C:20]([F:23])([F:22])[F:21])[C:16]([O:18]C)=[O:17])[CH:7]=[CH:6]2.[OH-].[K+].[OH-].[Na+]>>[CH3:1][O:2][C:3]1[CH:4]=[C:5]2[C:10](=[CH:11][CH:12]=1)[CH:9]=[C:8]([CH2:13][O:14][C:15]([CH3:24])([C:20]([F:21])([F:22])[F:23])[C:16]([OH:18])=[O:17])[CH:7]=[CH:6]2 |f:1.2,3.4|. Procedure: The process of Example 17 is repeated using (±)-methyl 2-(6-methoxy-2-naphthylmethoxy)-3,3,3-trifluoro-2-methylpropionate, obtained as an oil in Example 43, as starting material except that the potassium hydroxide is replaced by 4.4 N aqueous sodium hydroxide and the reaction is carried out for 21/2 hours to give (±)-2-(6-methoxy-2-naphthylmethoxy)-3,3,3-trifluoro-2-methylpropionic acid, m.p. 117°-119° C. (from light petroleum b.p. 60°-80° C.). Starting materials: COc1cccc(Cc2ncc(CCl)c3cc(OC)c(OC)cc23)c1, CCO, [I-], [Na+], N#C[Na]. Yields the product COc1cccc(Cc2ncc(CC#N)c3cc(OC)c(OC)cc23)c1. As a reaction SMILES: [CH3:1][O:2][c:3]1[cH:4][c:5]([CH2:6][c:7]2[n:8][cH:9][c:10]([CH2:21][Cl:22])[c:11]3[cH:12][c:13]([O:19][CH3:20])[c:14]([O:17][CH3:18])[cH:15][c:16]23)[cH:23][cH:24][cH:25]1.[CH3:31][CH2:32][OH:33].[I-:30].[Na+:29].[Na:26][C:27]#[N:28]>>[CH3:1][O:2][c:3]1[cH:4][c:5]([CH2:6][c:7]2[n:8][cH:9][c:10]([CH2:21][C:27]#[N:28])[c:11]3[cH:12][c:13]([O:19][CH3:20])[c:14]([O:17][CH3:18])[cH:15][c:16]23)[cH:23][cH:24][cH:25]1. The reactants are E- and Z-(4,5-difluoro-indan-1-ylidene)-acetic acid ethyl ester, ester, C(C)OC(CC1CCC2=C(C(=CC=C12)F)F)=O ((4,5-difluoro-indan-1-yl)-acetic acid ethyl ester), [Li+].[BH4-] (LiBH4). Reagents/catalysts: [Pd] (Pd/C). The solvent is CCOC(=O)C (EtOAc), C1CCOC1 (THF), CO (MeOH). Yields the product alcohol, FC1=C2CCC(C2=CC=C1F)CCO (2-(4,5-difluoro-indan-1-yl)-ethanol). As a reaction SMILES: C([O:3][C:4](=O)[CH2:5][CH:6]1[C:14]2[C:9](=[C:10]([F:16])[C:11]([F:15])=[CH:12][CH:13]=2)[CH2:8][CH2:7]1)C.[Li+].[BH4-]>CCOC(C)=O.C1COCC1.CO.[Pd]>[F:16][C:10]1[C:11]([F:15])=[CH:12][CH:13]=[C:14]2[C:9]=1[CH2:8][CH2:7][CH:6]2[CH2:5][CH2:4][OH:3] |f:1.2|. Procedure details: A mixture of E- and Z-(4,5-difluoro-indan-1-ylidene)-acetic acid ethyl ester (Intermediate TWENTY-3) (1.1 g) in EtOAc (25 mL) was hydrogenated with 10% Pd/C (0.16 g) under H2 (balloon) at rt for 16 h. The mixture was filtered through a bed of Celite® and the filtrate was evaporated under vacuum. The ester, (4,5-difluoro-indan-1-yl)-acetic acid ethyl ester (1.1 g, 4.58 mmol) in THF (60 mL) and MeOH (1 mL) was treated with LiBH4 (0.21 g, 8.5 mmol) at 65° C. for 5 h. The mixture was cooled and THF ... The reactants are BrCc1ccccc1, CN1CCNC(=S)N1Cc1ccccc1, [K+], [K+], O=C([O-])[O-], CN(C)C=O, O. The product is CN1CCN=C(SCc2ccccc2)N1Cc1ccccc1. Reaction SMILES: [Br:21][CH2:22][c:23]1[cH:24][cH:25][cH:26][cH:27][cH:28]1.[CH3:1][N:2]1[N:3]([CH2:9][c:10]2[cH:11][cH:12][cH:13][cH:14][cH:15]2)[C:4](=[S:8])[NH:5][CH2:6][CH2:7]1.[K+:29].[K+:30].[O-:31][C:32]([O-:33])=[O:34].[O:16]=[CH:17][N:18]([CH3:19])[CH3:20].[OH2:35]>>[CH3:1][N:2]1[N:3]([CH2:9][c:10]2[cH:11][cH:12][cH:13][cH:14][cH:15]2)[C:4]([S:8][CH2:22][c:23]2[cH:24][cH:25][cH:26][cH:27][cH:28]2)=[N:5][CH2:6][CH2:7]1. Reactants: Cl[Si](C)(C)C (Chlorotrimethylsilane), C(=O)(O)[O-].[Na+] (NaHCO3), [Si](C)(C)(C(C)(C)C)OC[C@@H]1[C@H](C[C@@H](O1)N1C(=O)N=C(N)C(=C1)C#CCNC(C(F)(F)F)=O)O (5′-O-(tert-Butyldimethylsilyl)-5-[3-(2,2,2-trifluoroacetamido)-prop-1-ynyl]-2′-deoxycytidine), C(C1=CC=CC=C1)(=O)Cl (Benzoyl chloride). Solvent: C(Cl)Cl (DCM), N1=CC=CC=C1 (pyridine), N1=CC=CC=C1 (pyridine). Reaction conditions: time 2 hour. Yields the product C(C1=CC=CC=C1)(=O)NC1=NC(N([C@H]2C[C@H](O)[C@@H](CO[Si](C)(C)C(C)(C)C)O2)C=C1C#CCNC(C(F)(F)F)=O)=O (4-N-Benzoyl-5′-O-(tert-butyldimethylsilyl)-5-[3-(2,2,2-trifluoroacetamido)-prop-1-ynyl]-2′-deoxycytidine). The yield is 73.4%. RXN SMILES: [Si:1]([O:8][CH2:9][C@H:10]1[O:14][C@@H:13]([N:15]2[CH:22]=[C:21]([C:23]#[C:24][CH2:25][NH:26][C:27](=[O:32])[C:28]([F:31])([F:30])[F:29])[C:19]([NH2:20])=[N:18][C:16]2=[O:17])[CH2:12][C@@H:11]1[OH:33])([C:4]([CH3:7])([CH3:6])[CH3:5])([CH3:3])[CH3:2].Cl[Si](C)(C)C.[C:39](Cl)(=[O:46])[C:40]1[CH:45]=[CH:44][CH:43]=[CH:42][CH:41]=1.C([O-])(O)=O.[Na+]>N1C=CC=CC=1.C(Cl)Cl>[C:39]([NH:20][C:19]1[C:21]([C:23]#[C:24][CH2:25][NH:26][C:27](=[O:32])[C:28]([F:30])([F:31])[F:29])=[CH:22][N:15]([C@@H:13]2[O:14][C@H:10]([CH2:9][O:8][Si:1]([C:4]([CH3:7])([CH3:5])[CH3:6])([CH3:3])[CH3:2])[C@@H:11]([OH:33])[CH2:12]2)[C:16](=[O:17])[N:18]=1)(=[O:46])[C:40]1[CH:45]=[CH:44][CH:43]=[CH:42][CH:41]=1 |f:3.4|. Procedure: The starting material (8) (10 g, 20.43 mmol) was azeotroped in dry pyridine (2×100 ml) then dissolved in dry pyridine (160 ml) under N2 atmosphere. Chlorotrimethylsilane (10 ml, 79.07 mmol) added drop wise to the solution and stirred for 2 hours at room temperature. Benzoyl chloride (2.6 ml, 22.40 mmol) was then added to solution and stirred for one further hour. The reaction mixture was cooled to 0° C., distilled water (50 ml) added slowly to the solution and stirred for 30 minutes. Pyridine an... The reactants are COC(=O)CBr, C1CCOC1, CCCCCC, [H-], [Na+], CC(C)(C)OC(=O)N1CCNC(=O)C1Cc1ccc(OCc2ccccc2)cc1, O. Product: COC(=O)CN1CCN(C(=O)OC(C)(C)C)C(Cc2ccc(OCc3ccccc3)cc2)C1=O. Reaction SMILES: [Br:37][CH2:38][C:39](=[O:40])[O:41][CH3:42].[CH2:30]1[O:31][CH2:32][CH2:33][CH2:34]1.[CH3:43][CH2:44][CH2:45][CH2:46][CH2:47][CH3:48].[H-:36].[Na+:35].[O:1]=[C:2]1[CH:3]([CH2:15][c:16]2[cH:17][cH:18][c:19]([O:22][CH2:23][c:24]3[cH:25][cH:26][cH:27][cH:28][cH:29]3)[cH:20][cH:21]2)[N:4]([C:8](=[O:9])[O:10][C:11]([CH3:12])([CH3:13])[CH3:14])[CH2:5][CH2:6][NH:7]1.[OH2:49]>>[O:1]=[C:2]1[CH:3]([CH2:15][c:16]2[cH:17][cH:18][c:19]([O:22][CH2:23][c:24]3[cH:25][cH:26][cH:27][cH:28][cH:29]3)[cH:20][cH:21]2)[N:4]([C:8](=[O:9])[O:10][C:11]([CH3:12])([CH3:13])[CH3:14])[CH2:5][CH2:6][N:7]1[CH2:38][C:39](=[O:40])[O:41][CH3:42]. Reactants: Cl (hydrogen chloride), CC1(OC2=C(C1)C=CC=C2N(N)S(=O)(=O)O)C ((2,3-dihydro-2,2-dimethylbenzofuran-7-yl)hydrazinesulfonic acid). Run in C(C)O (ethanol). Reaction conditions: time 3 hour. Product: CC1(OC2=C(C1)C=CC=C2NN)C (2,3-dihydro-2,2-dimethyl-7-hydrazinobenzofuran). RXN SMILES: Cl.[CH3:2][C:3]1([CH3:18])[CH2:7][C:6]2[CH:8]=[CH:9][CH:10]=[C:11]([N:12](S(O)(=O)=O)[NH2:13])[C:5]=2[O:4]1>C(O)C>[CH3:2][C:3]1([CH3:18])[CH2:7][C:6]2[CH:8]=[CH:9][CH:10]=[C:11]([NH:12][NH2:13])[C:5]=2[O:4]1. Procedure details: 18 g of hydrogen chloride was introduced into a stirred slurry of 56 g of (1B) in 250 ml of ethanol. The resulting mixture was stirred for 3 hours, and the solvent was evaporated. The residue was dissolved in 50 ml of water, the solution was made basic with aqueous sodium hydroxide, and extracted with ether. The extract was washed with cold water, dried (MgSO4), and filtered, and the solvent was evaporated to give 2,3-dihydro-2,2-dimethyl-7-hydrazinobenzofuran (1C) as a dark oil.